This data is from the Open Reaction Database (ORD), a public repository of structured organic reaction records. The task is: describe an organic reaction: reactants, conditions, products, and yield The reactants are CC=1C=C(C=C(C1)NC1=NC=CC(=N1)C(F)(F)F)C1=CC(=CC=C1)C#N (3′-methyl-5′-{[4-(trifluoromethyl)pyrimidin-2-yl]amino}biphenyl-3-carbonitrile), [N-]=[N+]=[N-].[Na+] (sodium azide). Reagents/catalysts: [Br-].[Zn+2].[Br-] (zinc bromide). The solvent is O (water), C(C)(=O)OCC (ethyl acetate), Cl (hydrochloric acid). Reaction conditions: temperature 115 celsius. Product: CC=1C=C(C=C(C1)C1=CC(=CC=C1)C1=NN=NN1)NC1=NC=CC(=N1)C(F)(F)F (N-[5-methyl-3′-(1H-tetrazol-5-yl)biphenyl-3-yl]-4-(trifluoromethyl)pyrimidin-2-amine). Reaction SMILES: [CH3:1][C:2]1[CH:3]=[C:4]([C:19]2[CH:24]=[CH:23][CH:22]=[C:21]([C:25]#[N:26])[CH:20]=2)[CH:5]=[C:6]([NH:8][C:9]2[N:14]=[C:13]([C:15]([F:18])([F:17])[F:16])[CH:12]=[CH:11][N:10]=2)[CH:7]=1.[N-:27]=[N+:28]=[N-:29].[Na+]>O.C(OCC)(=O)C.Cl.[Br-].[Zn+2].[Br-]>[CH3:1][C:2]1[CH:7]=[C:6]([NH:8][C:9]2[N:14]=[C:13]([C:15]([F:18])([F:17])[F:16])[CH:12]=[CH:11][N:10]=2)[CH:5]=[C:4]([C:19]2[CH:24]=[CH:23][CH:22]=[C:21]([C:25]3[NH:29][N:28]=[N:27][N:26]=3)[CH:20]=2)[CH:3]=1 |f:1.2,6.7.8|. Procedure: A suspension of 3′-methyl-5′-{[4-(trifluoromethyl)pyrimidin-2-yl]amino}biphenyl-3-carbonitrile (354 mg, 1.00 mmol), zinc bromide (225 mg, 1.00 mmol), and sodium azide (68.3 mg, 1.05 mmol) in water (2 mL) was heated to 115° C. for 24 hours. The reaction mixture was then diluted with ethyl acetate (15 mL) and aqueous 2 M hydrochloric acid (2.25 mL) to give two layers. The layers were separated and the aqueous layer was extracted with ethyl acetate (15 mL). The combined organic layers were washed w... Reactants: CCOc1cc(C(C)(C)C)ncc1C1=NC(C)(c2ccc(Cl)cc2)C(C)(c2ccc(Cl)cc2)N1C(=O)Cl, O=S1(=O)CCC(N2CCNCC2)C1. Yields the product CCOc1cc(C(C)(C)C)ncc1C1=NC(C)(c2ccc(Cl)cc2)C(C)(c2ccc(Cl)cc2)N1C(=O)N1CCN(C2CCS(=O)(=O)C2)CC1. Reaction SMILES: [C:1]([CH3:2])([CH3:3])([CH3:4])[c:5]1[cH:6][c:7]([O:35][CH2:36][CH3:37])[c:8]([C:11]2=[N:15][C:14]([CH3:16])([c:17]3[cH:18][cH:19][c:20]([Cl:23])[cH:21][cH:22]3)[C:13]([CH3:24])([c:25]3[cH:26][cH:27][c:28]([Cl:31])[cH:29][cH:30]3)[N:12]2[C:32](=[O:33])[Cl:34])[cH:9][n:10]1.[O:38]=[S:39]1(=[O:50])[CH2:40][CH:41]([N:44]2[CH2:45][CH2:46][NH:47][CH2:48][CH2:49]2)[CH2:42][CH2:43]1>>[C:1]([CH3:2])([CH3:3])([CH3:4])[c:5]1[cH:6][c:7]([O:35][CH2:36][CH3:37])[c:8]([C:11]2=[N:15][C:14]([CH3:16])([c:17]3[cH:18][cH:19][c:20]([Cl:23])[cH:21][cH:22]3)[C:13]([CH3:24])([c:25]3[cH:26][cH:27][c:28]([Cl:31])[cH:29][cH:30]3)[N:12]2[C:32](=[O:33])[N:47]2[CH2:46][CH2:45][N:44]([CH:41]3[CH2:40][S:39](=[O:38])(=[O:50])[CH2:43][CH2:42]3)[CH2:49][CH2:48]2)[cH:9][n:10]1. The reactants are [BH4-], CO, CCCCCC=CC=CC=O, [Na+]. Yields the product CCCCCC=CC=CCO. As a reaction SMILES: [BH4-:12].[CH3:14][OH:15].[CH:1]([CH:2]=[CH:3][CH:4]=[CH:5][CH2:6][CH2:7][CH2:8][CH2:9][CH3:10])=[O:11].[Na+:13]>>[CH2:1]([CH:2]=[CH:3][CH:4]=[CH:5][CH2:6][CH2:7][CH2:8][CH2:9][CH3:10])[OH:11]. Starting materials: Cl.C(C)(C)N(CC[C@H](C1=CC=CC=C1)C1=C(C=CC(=C1)CCC(N)=O)O)C(C)C ((R)-N,N-Diisopropyl-3-[5-(2-carbamoylethyl)-2-hydroxyphenyl]-3-phenylpropanamine hydrochloride), [OH-].[K+] (KOH), C24H33NO3, CO (methanol). The solvent is C(C)O (ethanol), O (H2O). Run at temperature 100 celsius, time 8 hour. Yields the product Cl.C(C)(C)N(CC[C@H](C1=CC=CC=C1)C1=C(C=CC(=C1)CCC(=O)O)O)C(C)C ((R)-N,N-Diisopropyl-3-[5-(2-carboxyethyl)-2-hydroxyphenyl]-3-phenylpropanamine hydrochloride). As a reaction SMILES: [ClH:1].[CH:2]([N:5]([CH:27]([CH3:29])[CH3:28])[CH2:6][CH2:7][C@@H:8]([C:15]1[CH:20]=[C:19]([CH2:21][CH2:22]C(=O)N)[CH:18]=[CH:17][C:16]=1[OH:26])[C:9]1[CH:14]=[CH:13][CH:12]=[CH:11][CH:10]=1)([CH3:4])[CH3:3].[OH-:30].[K+].[CH3:32][OH:33]>C(O)C.O>[ClH:1].[CH:27]([N:5]([CH:2]([CH3:3])[CH3:4])[CH2:6][CH2:7][C@@H:8]([C:15]1[CH:20]=[C:19]([CH2:21][CH2:22][C:32]([OH:33])=[O:30])[CH:18]=[CH:17][C:16]=1[OH:26])[C:9]1[CH:14]=[CH:13][CH:12]=[CH:11][CH:10]=1)([CH3:29])[CH3:28] |f:0.1,2.3,7.8|. Reported procedure: To a solution of (R)-N,N-diisopropyl-3-[5-(2-carbamoylethyl)-2-hydroxyphenyl]-3-phenylpropanamine (obtained in Example 25), (0.50 g, 1.31 mmol) in ethanol (15 mL) and H2O (10 mL) was added KOH (3.75 g, 66.8 mmol). The mixture was stirred overnight at 100° C. The solvent was evaporated and the residue redissolved in H2O and washed with diethyl ether. The aqueous layer was acidified with conc. HCl and the precipitate was collected by filtration and washed with 2 M HCl. The product was fractionated...